From a dataset of the Open Reaction Database (ORD), a public repository of structured organic reaction records. describe an organic reaction: reactants, conditions, products, and yield The reactants are COC(=O)[C@H]1N(CC2=CC(=CC=C2C1)OC1=CC=C(C=C1)C(C)(C)C)C(=O)OC(C)(C)C ((3S)-7-(4-tert-butylphenoxy)-3,4-dihydro-1H-isoquinoline-2,3-dicarboxylic acid 2-tert-butyl ester 3-methyl ester), COC(=O)[C@H]1N(CC2=CC(=CC=C2C1)O)C(=O)OC(C)(C)C ((3S)-7-hydroxy-3,4-dihydro-1H-isoquinoline-2,3-dicarboxylic acid 2-tert-butyl ester 3-methyl ester), C(C)(C)(C)C1=CC=C(C=C1)B(O)O (4-(tert-butyl)phenylboronic acid). Reagents/catalysts: C(C)(=O)[O-].[Cu+2].C(C)(=O)[O-] (copper (II) acetate). The product is C(C)(C)(C)C1=CC=C(OC2=CC=C3C=C(N=CC3=C2)C(=O)O)C=C1 (7-(4-tert-Butylphenoxy)-isoquinoline-3-carboxylic acid). RXN SMILES: COC([C@@H]1CC2C(=CC(O)=CC=2)CN1C(OC(C)(C)C)=O)=O.C(C1C=CC(B(O)O)=CC=1)(C)(C)C.C[O:37][C:38]([C@@H:40]1[CH2:49][C:48]2[C:43](=[CH:44][C:45]([O:50][C:51]3[CH:56]=[CH:55][C:54]([C:57]([CH3:60])([CH3:59])[CH3:58])=[CH:53][CH:52]=3)=[CH:46][CH:47]=2)[CH2:42][N:41]1C(OC(C)(C)C)=O)=[O:39]>C([O-])(=O)C.[Cu+2].C([O-])(=O)C>[C:57]([C:54]1[CH:55]=[CH:56][C:51]([O:50][C:45]2[CH:44]=[C:43]3[C:48]([CH:49]=[C:40]([C:38]([OH:39])=[O:37])[N:41]=[CH:42]3)=[CH:47][CH:46]=2)=[CH:52][CH:53]=1)([CH3:60])([CH3:58])[CH3:59] |f:3.4.5|. Procedure: The above phenol (1.20 g, 3.91 mmol) was reacted with 4-(tert-butyl)phenylboronic acid (1.6 eq., 6.26 mmol, 1.11 g), copper (II) acetate (1.0 eq. 3.91 mmol, 710 mg) as described in general procedure G. Flash column chromatography on silica (ethyl acetate/hexanes) provided 750 mg of the desired product, (3S)-7-(4-tert-butylphenoxy)-3,4-dihydro-1H-isoquinoline-2,3-dicarboxylic acid 2-tert-butyl ester 3-methyl ester.